Dataset: the Open Reaction Database (ORD), a public repository of structured organic reaction records. Task: describe an organic reaction: reactants, conditions, products, and yield Reactants: C(C1=CC=CC=C1)ON(C(=O)N)CC1=CC=C(OCCCCOC2=CC=C(C=C2)CN(C(=O)N)OCC2=CC=CC=C2)C=C1 (1,4-Bis[4-[(1-benzyloxyureido)methyl]phenoxy]butane), [H][H] (hydrogen). The reagents and catalysts are [C].[Pd] (palladium carbon). The solvent is CN(C=O)C.C(C)O (dimethylformamide ethanol). The product is ON(C(=O)N)CC1=CC=C(OCCCCOC2=CC=C(C=C2)CN(C(=O)N)O)C=C1 (1,4-bis[4-[(1-hydroxyureido)methyl]phenoxy]butane). Isolated yield 62.0%. As a reaction SMILES: C([O:8][N:9]([CH2:13][C:14]1[CH:44]=[CH:43][C:17]([O:18][CH2:19][CH2:20][CH2:21][CH2:22][O:23][C:24]2[CH:29]=[CH:28][C:27]([CH2:30][N:31]([O:35]CC3C=CC=CC=3)[C:32]([NH2:34])=[O:33])=[CH:26][CH:25]=2)=[CH:16][CH:15]=1)[C:10]([NH2:12])=[O:11])C1C=CC=CC=1.[H][H]>CN(C)C=O.C(O)C.[C].[Pd]>[OH:35][N:31]([CH2:30][C:27]1[CH:28]=[CH:29][C:24]([O:23][CH2:22][CH2:21][CH2:20][CH2:19][O:18][C:17]2[CH:43]=[CH:44][C:14]([CH2:13][N:9]([OH:8])[C:10]([NH2:12])=[O:11])=[CH:15][CH:16]=2)=[CH:25][CH:26]=1)[C:32]([NH2:34])=[O:33] |f:2.3,4.5|. Reported procedure: 1,4-Bis[4-[(1-benzyloxyureido)methyl]phenoxy]butane (1.94 g) was dissolved in 45 ml of dimethylformamide-ethanol (8:1), mixed with 0.29 g of 10% palladium carbon and then the mixture was stirred for 22 hours at room temperature in an atmosphere of hydrogen. The catalyst was removed by filtration using Celite, and the solvent was evaporated under a reduced pressure to obtain 0.84 g of 1,4-bis[4-[(1-hydroxyureido)methyl]phenoxy]butane. Reactants: C(C)(C)(C)OC(=O)N(CC1=CC=C(C=C1)CNC1(CCCC=2C=CC=NC12)C)CC1=NC=CC=C1 (N-tert-butoxycarbonyl-N-(2-pyridinylmethyl)-N′-(8-methyl-5,6,7,8-tetrahydro-8-quinolinyl)-1,4-benzenedimethanamine), N1=C(C=CC=C1)CNCC1=CC=C(C=C1)CN(C1(CCCC=2C=CC=NC12)C)CC1=NC2=C(N1)C=CC=C2 (N-(2-pyridinylmethyl)-N′-(1H-benzimidazol-2-ylmethyl)-N′-(8-methyl-5,6,7,8-tetrahydro-8-quinolinyl)-1,4-benzenedimethanamine). The product is N1=C(C=CC=C1)CNCC1=CC=C(C=C1)CNC1(CCCC=2C=CC=NC12)C (N-(2-Pyridinylmethyl)-N′-(8-methyl-5,6,7,8-tetrahydro-8-quinolinyl)-1,4-benzenedimethanamine). As a reaction SMILES: C(OC([N:8]([CH2:29][C:30]1[CH:35]=[CH:34][CH:33]=[CH:32][N:31]=1)[CH2:9][C:10]1[CH:15]=[CH:14][C:13]([CH2:16][NH:17][C:18]2([CH3:28])[C:27]3[N:26]=[CH:25][CH:24]=[CH:23][C:22]=3[CH2:21][CH2:20][CH2:19]2)=[CH:12][CH:11]=1)=O)(C)(C)C.N1C=CC=CC=1CNCC1C=CC(CN(CC2NC3C=CC=CC=3N=2)C2(C)C3N=CC=CC=3CCC2)=CC=1>>[N:31]1[CH:32]=[CH:33][CH:34]=[CH:35][C:30]=1[CH2:29][NH:8][CH2:9][C:10]1[CH:11]=[CH:12][C:13]([CH2:16][NH:17][C:18]2([CH3:28])[C:27]3[N:26]=[CH:25][CH:24]=[CH:23][C:22]=3[CH2:21][CH2:20][CH2:19]2)=[CH:14][CH:15]=1. Procedure details: the intermediate from above (121 mg, 0.26 mmol) was converted to the hydrobromide salt with simultaneous deprotection of the BOC group to afford 89 mg (79%) of AMD9361 as a white solid. 1H NMR (D2O) □1.84 (s, 3H), 2.02-2.11 (m, 2H), 2.27-2.35 (m, 1H), 2.44-2.53 (m, 1H), 2.93-3.08 (m, 2H), 4.02 (d, 1H, J=12 Hz), 4.30 (d, 1H, J=12 Hz), 4.50 (s, 2H), 4.75 (s, 2H), 7.50-7.60 (m, 5H), 7.93 (dd, 1H, J=8, 1 Hz), 8.05-8.10 (m, 1H), 8.15 (d, 1H, J=8 Hz), 8.57-8.63 (m, 2H), 8.87 (br d, 1H, J=6 Hz); 13C NM... The reactants are CC(C)C(C#N)c1ccc(OC(F)(F)F)cc1, [K+], [OH-], O, OCCO. The product is CC(C)C(C(=O)O)c1ccc(OC(F)(F)F)cc1. As a reaction SMILES: [CH:1]([CH3:2])([CH3:3])[CH:4]([C:5]#[N:6])[c:7]1[cH:8][cH:9][c:10]([O:13][C:14]([F:15])([F:16])[F:17])[cH:11][cH:12]1.[K+:19].[OH-:18].[OH2:24].[OH:20][CH2:21][CH2:22][OH:23]>>[CH:1]([CH3:2])([CH3:3])[CH:4]([C:5](=[O:18])[OH:20])[c:7]1[cH:8][cH:9][c:10]([O:13][C:14]([F:15])([F:16])[F:17])[cH:11][cH:12]1. The product is [Si](C)(C)(C(C)(C)C)OC=1C(=C(C=O)C=C(C1)F)F (3-tert-Butyldimethylsilyloxy-2,5-difluorobenzaldehyde). Conditions: time 30 minute. Isolated yield 65.4%. Solvent: C1CCOC1 (THF). Procedure details: A 1.0 M solution of sec-BuLi (21.5 ml, 21.5 mmol) was added dropwise to a stirred solution of O-tert-butyldimethylsilyl-2,5-difluorophenol (5.0 g, 20 mmol) in THF (20 mL) at -78° C. After 0.5 hr DMF (1.9 ml, 24.6 mmol) was added dropwise while the temperature was kept below -70° C. After 30 min, the mixture was allowed to warm to room temperature over 30 min. To the mixture was added 3N HCl (30 ml) and stirring was continued for 30 min. The mixture was extracted with ether (100 ml) and the extra... As a reaction SMILES: [Li]C(CC)C.[Si:6]([O:13][C:14]1[CH:19]=[C:18]([F:20])[CH:17]=[CH:16][C:15]=1[F:21])([C:9]([CH3:12])([CH3:11])[CH3:10])([CH3:8])[CH3:7].CN([CH:25]=[O:26])C.Cl>C1COCC1>[Si:6]([O:13][C:14]1[C:15]([F:21])=[C:16]([CH:17]=[C:18]([F:20])[CH:19]=1)[CH:25]=[O:26])([C:9]([CH3:12])([CH3:11])[CH3:10])([CH3:8])[CH3:7]. The reactants are CN(C)C=O (DMF), solution, [Li]C(C)CC (sec-BuLi), [Si](C)(C)(C(C)(C)C)OC1=C(C=CC(=C1)F)F (O-tert-butyldimethylsilyl-2,5-difluorophenol), Cl (HCl). Starting materials: C(#N)C=C(OC)OC (1-cyano-2,2-bis-methoxyethylene), NCCSCC1=NC=CC=C1Cl (2-[(2-aminoethyl)thiomethyl]-3-chloropyridine). Yields the product C(#N)C=C(NCCSCC1=NC=CC=C1Cl)OC (1-cyano-2-methoxy-2-[2-((3-chloro-2-pyridyl)methylthio)ethylamino]-ethylene). As a reaction SMILES: [C:1]([CH:3]=[C:4](OC)[O:5][CH3:6])#[N:2].[NH2:9][CH2:10][CH2:11][S:12][CH2:13][C:14]1[C:19]([Cl:20])=[CH:18][CH:17]=[CH:16][N:15]=1>>[C:1]([CH:3]=[C:4]([O:5][CH3:6])[NH:9][CH2:10][CH2:11][S:12][CH2:13][C:14]1[C:19]([Cl:20])=[CH:18][CH:17]=[CH:16][N:15]=1)#[N:2]. Procedure details: Reaction of 1-cyano-2,2-bis-methoxyethylene (J.A.C.S., 1949, 71, 47) with 2-[(2-aminoethyl)thiomethyl]-3-chloropyridine by the procedure of Example 1(b)(i) yields 1-cyano-2-methoxy-2-[2-((3-chloro-2-pyridyl)methylthio)ethylamino]-ethylene. The reactants are C(Cl)Cl (DCM), C([O-])([O-])=O.[K+].[K+] (potassium carbonate), C1(CCCCC1)N1C(C2(C[C@H](CN2CC2=CC(=C(C=C2)B(O)O)F)O)CC1)=O ((4-{[(3R)-7-cyclohexyl-3-hydroxy-6-oxo-1,7-diazaspiro[4.4]non-1-yl]-methyl}-2-fluorophenyl)boronic acid), BrC=1C=CC(=NC1)C(=O)NC(C)C (5-bromo-N-isopropylpyridine-2-carboxamide), CN(C)C=O (DMF). Reagents/catalysts: C1=CC=C(C=C1)P([C-]2C=CC=C2)C3=CC=CC=C3.C1=CC=C(C=C1)P([C-]2C=CC=C2)C3=CC=CC=C3.Cl[Pd]Cl.[Fe+2] ([1,1′-bis(diphenylphosphino)ferrocene]dichloropalladium(II)). Run at temperature 130 celsius. The product is C1(CCCCC1)N1C(C2(C[C@H](CN2CC2=CC(=C(C=C2)C=2C=CC(=NC2)C(=O)NC(C)C)F)O)CC1)=O (5-(4-{[(3R)-7-Cyclohexyl-3-hydroxy-6-oxo-1,7-diazaspiro[4.4]non-1-yl]methyl}-2-fluorophenyl)-N-isopropylpyridine-2-carboxamide). Reaction SMILES: [CH:1]1([N:7]2[CH2:27][CH2:26][C:9]3([N:13]([CH2:14][C:15]4[CH:20]=[CH:19][C:18](B(O)O)=[C:17]([F:24])[CH:16]=4)[CH2:12][C@H:11]([OH:25])[CH2:10]3)[C:8]2=[O:28])[CH2:6][CH2:5][CH2:4][CH2:3][CH2:2]1.Br[C:30]1[CH:31]=[CH:32][C:33]([C:36]([NH:38][CH:39]([CH3:41])[CH3:40])=[O:37])=[N:34][CH:35]=1.CN(C=O)C.C(Cl)Cl.C(=O)([O-])[O-].[K+].[K+]>C1C=CC(P(C2C=CC=CC=2)[C-]2C=CC=C2)=CC=1.C1C=CC(P(C2C=CC=CC=2)[C-]2C=CC=C2)=CC=1.Cl[Pd]Cl.[Fe+2]>[CH:1]1([N:7]2[CH2:27][CH2:26][C:9]3([N:13]([CH2:14][C:15]4[CH:20]=[CH:19][C:18]([C:30]5[CH:31]=[CH:32][C:33]([C:36]([NH:38][CH:39]([CH3:41])[CH3:40])=[O:37])=[N:34][CH:35]=5)=[C:17]([F:24])[CH:16]=4)[CH2:12][C@H:11]([OH:25])[CH2:10]3)[C:8]2=[O:28])[CH2:6][CH2:5][CH2:4][CH2:3][CH2:2]1 |f:4.5.6,7.8.9.10|. Reported procedure: To a solution of (4-{[(3R)-7-cyclohexyl-3-hydroxy-6-oxo-1,7-diazaspiro[4.4]non-1-yl]-methyl}-2-fluorophenyl)boronic acid (24.0 mg, 0.0000614 mol; which was prepared by using procedures that were analogous to those described for the synthesis of Example 32, steps 1-3 using peak 2 from step 2) and 5-bromo-N-isopropylpyridine-2-carboxamide (18 mg, 0.000074 mol) in DMF (0.8 mL, 0.01 mol) was added [1,1′-bis(diphenylphosphino)ferrocene]dichloropalladium(II), complex with DCM (1:1) (3.01 mg, 3.68E-6 m... The reactants are N1=CC=CC=C1 (pyridine), FC(C(=O)OC(C(F)(F)F)=O)(F)F (trifluoroacetic anhydride), C(#N)C1=CC=C(C=C1)C1=NN(C=C1C=1C=CC=2N(C1)C(=CN2)C2=CC=C(S2)CN2[C@@H](CCC2)CC(=O)N)C(C2=CC=CC=C2)(C2=CC=CC=C2)C2=CC=CC=C2 ((2S)-1-[(5-{6-[3-(4-cyanophenyl)-1-trityl-1H-4-pyrazolyl]imidazo[1,2-a]pyridin-3-yl}-2-thienyl)methyl]tetrahydro-1H-2-pyrrole carboxyamide). Solvent: O1CCCC1 (tetrahydrofuran). Run at time 30 minute. Yields the product C(#N)C1=CC=C(C=C1)C1=NN(C=C1C=1C=CC=2N(C1)C(=CN2)C2=CC=C(S2)CN2[C@@H](CCC2)C#N)C(C2=CC=CC=C2)(C2=CC=CC=C2)C2=CC=CC=C2 ((2S)-1-[(5-{6-[3-(4-Cyanophenyl)-1-trityl-1H-4-pyrazolyl]imidazo[1,2-a]pyridin-3-yl}-2-thienyl)methyl]-tetrahydro-1H-2-pyrrole carbonitrile). Reaction SMILES: [C:1]([C:3]1[CH:8]=[CH:7][C:6]([C:9]2[C:13]([C:14]3[CH:15]=[CH:16][C:17]4[N:18]([C:20]([C:23]5[S:27][C:26]([CH2:28][N:29]6[CH2:33][CH2:32][CH2:31][C@H:30]6CC(N)=O)=[CH:25][CH:24]=5)=[CH:21][N:22]=4)[CH:19]=3)=[CH:12][N:11]([C:38]([C:51]3[CH:56]=[CH:55][CH:54]=[CH:53][CH:52]=3)([C:45]3[CH:50]=[CH:49][CH:48]=[CH:47][CH:46]=3)[C:39]3[CH:44]=[CH:43][CH:42]=[CH:41][CH:40]=3)[N:10]=2)=[CH:5][CH:4]=1)#[N:2].[N:57]1C=CC=C[CH:58]=1.FC(F)(F)C(OC(=O)C(F)(F)F)=O>O1CCCC1>[C:1]([C:3]1[CH:8]=[CH:7][C:6]([C:9]2[C:13]([C:14]3[CH:15]=[CH:16][C:17]4[N:18]([C:20]([C:23]5[S:27][C:26]([CH2:28][N:29]6[CH2:33][CH2:32][CH2:31][C@H:30]6[C:58]#[N:57])=[CH:25][CH:24]=5)=[CH:21][N:22]=4)[CH:19]=3)=[CH:12][N:11]([C:38]([C:39]3[CH:44]=[CH:43][CH:42]=[CH:41][CH:40]=3)([C:51]3[CH:52]=[CH:53][CH:54]=[CH:55][CH:56]=3)[C:45]3[CH:50]=[CH:49][CH:48]=[CH:47][CH:46]=3)[N:10]=2)=[CH:5][CH:4]=1)#[N:2]. Procedure: While 144 mg of (2S)-1-[(5-{6-[3-(4-cyanophenyl)-1-trityl-1H-4-pyrazolyl]imidazo[1,2-a]pyridin-3-yl}-2-thienyl)methyl]tetrahydro-1H-2-pyrrole carboxyamide obtained in Example 35 was cooled in 1 mL tetrahydrofuran under ice-cooling, 0.05 mL pyridine and 0.57 mL trifluoroacetic anhydride were added thereto, and the mixture was stirred for 30 minutes. The solvent was removed, and the residue was purified with an NH silica gel column (hexane/ethyl acetate) to give 116 mg of the title compound (film)